From a dataset of the Open Reaction Database (ORD), a public repository of structured organic reaction records. describe an organic reaction: reactants, conditions, products, and yield Starting materials: BrC=1C=C(C=CC1)C1=CC2=C(C3=CC=CC=C3C(=C2C=C1)C1=CC=CC=C1)C1=CC=CC=C1 (2-(3-bromophenyl)-9,10-diphenylanthracene), C(C)(C)(C)P(C(C)(C)C)C(C)(C)C (tri(tert-butyl)phosphine), C1=CC=C(C=2SC3=C(C21)C=CC=C3)C=3C=CC=2NC1=CC=CC=C1C2C3 (3-(dibenzothiophen-4-yl)-9H-carbazole), CC(C)([O-])C.[Na+] (sodium tert-butoxide). The reagents and catalysts are C=1C=CC(=CC1)/C=C/C(=O)/C=C/C2=CC=CC=C2.C=1C=CC(=CC1)/C=C/C(=O)/C=C/C2=CC=CC=C2.[Pd] (bis(dibenzylideneacetone)palladium(0)). Run in CCCCCC (hexane), C1(=CC=CC=C1)C (toluene). Product: C1=CC=C(C=2SC3=C(C21)C=CC=C3)C=3C=CC=2N(C1=CC=CC=C1C2C3)C3=CC(=CC=C3)C3=CC2=C(C1=CC=CC=C1C(=C2C=C3)C3=CC=CC=C3)C3=CC=CC=C3 (3-(Dibenzothiophen-4-yl)-9-[3-(9,10-diphenyl-2-anthryl)phenyl]-9H-carbazole). Yield: 69.5%. As a reaction SMILES: Br[C:2]1[CH:3]=[C:4]([C:8]2[CH:21]=[CH:20][C:19]3[C:10](=[C:11]([C:28]4[CH:33]=[CH:32][CH:31]=[CH:30][CH:29]=4)[C:12]4[C:17]([C:18]=3[C:22]3[CH:27]=[CH:26][CH:25]=[CH:24][CH:23]=3)=[CH:16][CH:15]=[CH:14][CH:13]=4)[CH:9]=2)[CH:5]=[CH:6][CH:7]=1.[CH:34]1[C:42]2[C:41]3[CH:43]=[CH:44][CH:45]=[CH:46][C:40]=3[S:39][C:38]=2[C:37]([C:47]2[CH:48]=[CH:49][C:50]3[NH:51][C:52]4[C:57]([C:58]=3[CH:59]=2)=[CH:56][CH:55]=[CH:54][CH:53]=4)=[CH:36][CH:35]=1.CC(C)([O-])C.[Na+].C(P(C(C)(C)C)C(C)(C)C)(C)(C)C>C1C=CC(/C=C/C(/C=C/C2C=CC=CC=2)=O)=CC=1.C1C=CC(/C=C/C(/C=C/C2C=CC=CC=2)=O)=CC=1.[Pd].CCCCCC.C1(C)C=CC=CC=1>[CH:34]1[C:42]2[C:41]3[CH:43]=[CH:44][CH:45]=[CH:46][C:40]=3[S:39][C:38]=2[C:37]([C:47]2[CH:48]=[CH:49][C:50]3[N:51]([C:6]4[CH:7]=[CH:2][CH:3]=[C:4]([C:8]5[CH:21]=[CH:20][C:19]6[C:10](=[C:11]([C:28]7[CH:33]=[CH:32][CH:31]=[CH:30][CH:29]=7)[C:12]7[C:17]([C:18]=6[C:22]6[CH:27]=[CH:26][CH:25]=[CH:24][CH:23]=6)=[CH:16][CH:15]=[CH:14][CH:13]=7)[CH:9]=5)[CH:5]=4)[C:52]4[C:57]([C:58]=3[CH:59]=2)=[CH:56][CH:55]=[CH:54][CH:53]=4)=[CH:36][CH:35]=1 |f:2.3,5.6.7|. Procedure: In a 100-mL three-neck flask were put 1.0 g (2.1 mmol) of 2-(3-bromophenyl)-9,10-diphenylanthracene, 0.72 g (2.1 mmol) of 3-(dibenzothiophen-4-yl)-9H-carbazole, and 0.59 g (6.2 mmol) of sodium tert-butoxide. After the air in the flask was replaced with nitrogen, to this mixture were added 20 mL of toluene and 0.2 mL of tri(tert-butyl)phosphine (a 10 wt % hexane solution). This mixture was degassed by being stirred while the pressure was reduced. After the degassing, 59 mg (0.10 mmol) of bis(dibe... Reactants: CC(C)(C)OC(=O)NCCc1c[nH]c2cc([N+](=O)[O-])ccc12, CCO. The product is CC(C)(C)OC(=O)NCCc1c[nH]c2cc(N)ccc12. RXN SMILES: [C:1]([CH3:2])([CH3:3])([CH3:4])[O:5][C:6]([NH:7][CH2:8][CH2:9][c:10]1[cH:11][nH:12][c:13]2[cH:14][c:15]([N+:19]([O-:20])=[O:21])[cH:16][cH:17][c:18]12)=[O:22].[CH3:23][CH2:24][OH:25]>>[C:1]([CH3:2])([CH3:3])([CH3:4])[O:5][C:6]([NH:7][CH2:8][CH2:9][c:10]1[cH:11][nH:12][c:13]2[cH:14][c:15]([NH2:19])[cH:16][cH:17][c:18]12)=[O:22]. Procedure details: To a solution of 5-benzyloxy-6-chloro-2-phenylindole (513 mg) in N,N-dimethylformamide (7.7 mL) was added sodium hydride (in oil, 50 to 72%, 92 mg) under cooling with ice under an argon atmosphere, and the mixture was stirred at room temperature for one hour. Then methyl 6-(chloromethyl)pyridine-2-carboxylate (342 mg) was added, and the mixture was stirred at 80° C. for 18 hours. The reaction mixture was allowed to cool to ambient temperature. A saturated aqueous ammonium chloride solution and w... RXN SMILES: [CH2:1]([O:8][C:9]1[CH:10]=[C:11]2[C:15](=[CH:16][C:17]=1[Cl:18])[NH:14][C:13]([C:19]1[CH:24]=[CH:23][CH:22]=[CH:21][CH:20]=1)=[CH:12]2)[C:2]1[CH:7]=[CH:6][CH:5]=[CH:4][CH:3]=1.[H-].[Na+].Cl[CH2:28][C:29]1[N:34]=[C:33]([C:35]([O:37][CH3:38])=[O:36])[CH:32]=[CH:31][CH:30]=1.[Cl-].[NH4+]>CN(C)C=O.O>[CH2:1]([O:8][C:9]1[CH:10]=[C:11]2[C:15](=[CH:16][C:17]=1[Cl:18])[N:14]([CH2:28][C:29]1[N:34]=[C:33]([C:35]([O:37][CH3:38])=[O:36])[CH:32]=[CH:31][CH:30]=1)[C:13]([C:19]1[CH:24]=[CH:23][CH:22]=[CH:21][CH:20]=1)=[CH:12]2)[C:2]1[CH:3]=[CH:4][CH:5]=[CH:6][CH:7]=1 |f:1.2,4.5|. Reactants: [Cl-].[NH4+] (ammonium chloride), C(C1=CC=CC=C1)OC=1C=C2C=C(NC2=CC1Cl)C1=CC=CC=C1 (5-benzyloxy-6-chloro-2-phenylindole), [H-].[Na+] (sodium hydride), ClCC1=CC=CC(=N1)C(=O)OC (methyl 6-(chloromethyl)pyridine-2-carboxylate). Isolated yield 61.2%. The solvent is O (water), CN(C=O)C (N,N-dimethylformamide). Run at time 1 hour. The product is C(C1=CC=CC=C1)OC=1C=C2C=C(N(C2=CC1Cl)CC1=CC=CC(=N1)C(=O)OC)C1=CC=CC=C1 (Methyl 6-(5-benzyloxy-6-chloro-2-phenylindol-1-ylmethyl)pyridine-2-carboxylate). Procedure: The resultant product of Example 17 (2.80 g, 9.88 mmol) in dry dimethylformamide (OMF) (50 ml) was added to a stirred suspension of NaH (593 mg of a 60% dispersion in oil, 14.8 mmol, hexane washed) in dry DMF (50 ml). After 3 h, the mixture was quenched (750 ml water+100 ml brine) and extracted with ether (5×100 ml). The combined organic phase was washed with brine (3×50 ml), dried (MgSO4), filtered and evaporated to an oil (2.23 g). The NMR spectrum of the crude product revealed an 82:18 mixtur... Reaction SMILES: C([O:5][C:6]([NH:8][C@@H:9]([CH2:14][CH:15]1[CH2:20][CH2:19][CH2:18][CH2:17][CH2:16]1)[CH:10]([OH:13])[CH:11]=[CH2:12])=O)(C)(C)C.[H-].[Na+].CCCCCC>CN(C)C=O>[CH:15]1([CH2:14][C@H:9]2[CH:10]([CH:11]=[CH2:12])[O:13][C:6](=[O:5])[NH:8]2)[CH2:20][CH2:19][CH2:18][CH2:17][CH2:16]1 |f:1.2|. Solvent: CN(C=O)C (dimethylformamide). Reactants: C(C)(C)(C)OC(=O)N[C@H](C(C=C)O)CC1CCCCC1 (4(S)-t-Butyloxycarbonylamino-5-cyclohexyl-3(R,S)-hydroxy-1-pentene), [H-].[Na+] (NaH), CCCCCC (hexane), 5S. Product: C1(CCCCC1)C[C@@H]1NC(OC1C=C)=O (4(S)-Cyclohexylmethyl-5(R,S)-vinyl-2-oxazolidinone). Conditions: time 3 hour. Reactants: CCN=C=NCCCN(C)C, Cc1cccc(NC2CCNCC2)c1C, CCN(C(C)C)C(C)C, Cl, Cl, Cl, CN(C)C=O, O, On1nnc2ccccc21, O=C(O)CC(=O)Nc1ccc(-c2ccccc2)cc1. The product is Cc1cccc(NC2CCN(C(=O)CC(=O)Nc3ccc(-c4ccccc4)cc3)CC2)c1C. RXN SMILES: [CH3:39][CH2:40][N:41]=[C:42]=[N:43][CH2:44][CH2:45][CH2:46][N:47]([CH3:48])[CH3:49].[CH3:53][c:54]1[c:55]([NH:61][CH:62]2[CH2:63][CH2:64][NH:65][CH2:66][CH2:67]2)[cH:56][cH:57][cH:58][c:59]1[CH3:60].[CH:20]([N:21]([CH2:22][CH3:23])[CH:24]([CH3:25])[CH3:26])([CH3:27])[CH3:28].[ClH:50].[ClH:51].[ClH:52].[O:68]=[CH:69][N:70]([CH3:71])[CH3:72].[OH2:73].[OH:29][n:30]1[c:31]2[c:32]([cH:33][cH:34][cH:35][cH:36]2)[n:37][n:38]1.[c:1]1(-[c:14]2[cH:15][cH:16][cH:17][cH:18][cH:19]2)[cH:2][cH:3][c:4]([NH:7][C:8]([CH2:9][C:10](=[O:11])[OH:12])=[O:13])[cH:5][cH:6]1>>[c:1]1(-[c:14]2[cH:15][cH:16][cH:17][cH:18][cH:19]2)[cH:2][cH:3][c:4]([NH:7][C:8]([CH2:9][C:10](=[O:12])[N:65]2[CH2:64][CH2:63][CH:62]([NH:61][c:55]3[c:54]([CH3:53])[c:59]([CH3:60])[cH:58][cH:57][cH:56]3)[CH2:67][CH2:66]2)=[O:13])[cH:5][cH:6]1. The reactants are C1CCOC1, COC(=O)c1cc2scc(Br)c2n1Cc1ccc(C(F)(F)F)cc1, CO, [Li+], [OH-]. Product: O=C(O)c1cc2scc(Br)c2n1Cc1ccc(C(F)(F)F)cc1. RXN SMILES: [CH2:29]1[O:30][CH2:31][CH2:32][CH2:33]1.[CH3:1][O:2][C:3](=[O:4])[c:5]1[cH:6][c:7]2[c:8]([n:9]1[CH2:10][c:11]1[cH:12][cH:13][c:14]([C:17]([F:18])([F:19])[F:20])[cH:15][cH:16]1)[c:21]([Br:24])[cH:22][s:23]2.[CH3:27][OH:28].[Li+:26].[OH-:25]>>[O:2]=[C:3]([OH:4])[c:5]1[cH:6][c:7]2[c:8]([n:9]1[CH2:10][c:11]1[cH:12][cH:13][c:14]([C:17]([F:18])([F:19])[F:20])[cH:15][cH:16]1)[c:21]([Br:24])[cH:22][s:23]2.